Dataset: the Open Reaction Database (ORD), a public repository of structured organic reaction records. Task: describe an organic reaction: reactants, conditions, products, and yield Reactants: COC(C(C(C)C)NC(C(COC1=CC=C(C=C1)Br)NC(=O)OC(C)(C)C)=O)=O (2-[3-(4-Bromophenoxy)-2-tert-butoxycarbonylamino-propionylamino]-3-methyl-butyric acid methyl ester), COC(C(C(C)C)N1C(NC(C1=O)COC1=CC=C(C=C1)Br)=O)=O (2-[4-(4-Bromophenoxymethyl)-2,5-dioxo-imidazolidin-1-yl]-3-methyl-butyric acid methyl ester). The solvent is Cl (HCl). Conditions: temperature 80 celsius, time 2 hour. The product is BrC1=CC=C(OCC2NC(N(C2=O)C(C(=O)O)C(C)C)=O)C=C1 (2-[4-(4-Bromophenoxymethyl)-2,5-dioxo-imidazolidin-1-yl]-3-methyl-butyric acid). Isolated yield 41.0%. RXN SMILES: C[O:2][C:3](=[O:29])[CH:4]([NH:8][C:9](=[O:28])[CH:10]([NH:20][C:21](OC(C)(C)C)=[O:22])[CH2:11][O:12][C:13]1[CH:18]=[CH:17][C:16]([Br:19])=[CH:15][CH:14]=1)[CH:5]([CH3:7])[CH3:6].COC(=O)C(N1C(=O)C(COC2C=CC(Br)=CC=2)NC1=O)C(C)C>Cl>[Br:19][C:16]1[CH:17]=[CH:18][C:13]([O:12][CH2:11][CH:10]2[C:9](=[O:28])[N:8]([CH:4]([CH:5]([CH3:7])[CH3:6])[C:3]([OH:2])=[O:29])[C:21](=[O:22])[NH:20]2)=[CH:14][CH:15]=1. Procedure: A mixture of the compound obtained in step g above (22g) (759 mg, 1.907 mmol) and 3 N HCl (20 mL) was stirred at 80° C. for 2 h. The reaction mixture was cooled down and then extracted with EtOAc. The combined organic layers were dried and concentrated; the crude product was purified by silica gel column chromatography which gave the title compound as colorless oil (300 mg, 41%). The reactants are CN(C12CC3(CC(CC(C1)C3)C2)O)C (N,N-dimethyl-3-hydroxytricyclo-[3.3.1.13,7 ]decan-1-amine), B.C1CCOC1 (borane THF). Run in C1CCOC1 (THF). Run at time 3 hour. The product is CN(C12CC3(CC(CC(C1)C3)C2)O)C.B (borane N,N-dimethyl-3-hydroxytricyclo[3.3.1.13,7 ]decan-1-amine). RXN SMILES: [CH3:1][N:2]([CH3:14])[C:3]12[CH2:12][CH:7]3[CH2:8][CH:9]([CH2:11][C:5]([OH:13])([CH2:6]3)[CH2:4]1)[CH2:10]2.[BH3:15].C1COCC1>C1COCC1>[CH3:1][N:2]([CH3:14])[C:3]12[CH2:10][CH:9]3[CH2:8][CH:7]([CH2:6][C:5]([OH:13])([CH2:11]3)[CH2:4]1)[CH2:12]2.[BH3:15] |f:1.2,4.5|. Procedure: To N,N-dimethyl-3-hydroxytricyclo-[3.3.1.13,7 ]decan-1-amine (1.3 g; 0.0067 mole) dissolved in THF, under N2 and chilled in ice, is added borane-THF (14 ml; 0.014 mole) over 5 min. The ice bath is removed after an additional 5 min. and stirred at room temperature for 3 hrs. To this mixture is added ether (100 ml), washed with saturated NaHCO3 and evaporated to dryness to give borane N,N-dimethyl-3-hydroxytricyclo[3.3.1.13,7 ]decan-1-amine complex which is used directly in Step C.